Dataset: the Open Reaction Database (ORD), a public repository of structured organic reaction records. Task: describe an organic reaction: reactants, conditions, products, and yield Reactants: polyphosphoric acid, C1(=CC=CC=C1)NN=C(C)C=1C(=NOC1C)C1=CC=CC=C1 (1-(5-methyl-3-phenyl-4-isoxazolyl)-1-ethanone phenyl hydrazone). The solvent is O (water). Run at time 3 hour. Product: CC1=C(C(=NO1)C1=CC=CC=C1)C=1NC2=CC=CC=C2C1 (2-(5-methyl-3-phenyl-4-isoxazolyl)-indole). As a reaction SMILES: C1(N[N:8]=[C:9]([C:11]2[C:12]([C:17]3[CH:22]=[CH:21][CH:20]=[CH:19][CH:18]=3)=[N:13][O:14][C:15]=2[CH3:16])[CH3:10])C=CC=CC=1>O>[CH3:16][C:15]1[O:14][N:13]=[C:12]([C:17]2[CH:18]=[CH:19][CH:20]=[CH:21][CH:22]=2)[C:11]=1[C:9]1[NH:8][C:17]2[C:22]([CH:10]=1)=[CH:21][CH:20]=[CH:19][CH:18]=2. Procedure: To 1350 grams of polyphosphoric acid at 100° to 110° C., there is added portionwise 89.3 g (0.307 mole) of 1-(5-methyl-3-phenyl-4-isoxazolyl)-1-ethanone phenyl hydrazone, while maintaining the temperature between 105° and 115° C. After addition is complete the mixture is stirred at 100° to 110° C. for 3 hours. The mixture is then poured onto ice and water and the resulting solid is filtered and washed with water. The solid is then dissolved in ether, washed with water, dried and evaporated parti... Reactants: N#CC1CCc2c(C(=O)O)cccc21, ClC(Cl)Cl, O=S(Cl)Cl. Reaction SMILES: [C:1](#[N:2])[CH:3]1[CH2:4][CH2:5][c:6]2[c:7]([C:12](=[O:13])[OH:14])[cH:8][cH:9][cH:10][c:11]21.[CH:19]([Cl:20])([Cl:21])[Cl:22].[S:15]([Cl:16])([Cl:17])=[O:18]>>[C:1](#[N:2])[CH:3]1[CH2:4][CH2:5][c:6]2[c:7]([C:12](=[O:14])[Cl:17])[cH:8][cH:9][cH:10][c:11]21. Yields the product N#CC1CCc2c(C(=O)Cl)cccc21.